Task: describe an organic reaction: reactants, conditions, products, and yield. Dataset: the Open Reaction Database (ORD), a public repository of structured organic reaction records Starting materials: C(C)#N (acetonitrile), COC(C=CNC1=CC=CC=C1)=O (3-phenylamino acrylic acid methylester). The reagents and catalysts are CC(=O)[O-].CC(=O)[O-].[Cu+2] (Cu(OAc)2). Run in CC(C)(C)OC.CCOC(=O)C (MTBE EtOAc). Product: COC(=O)C=1C(=NN(C1)C1=CC=CC=C1)C (3-methyl-1-phenyl-1H-pyrazole-4-carboxylic acid methylester), solid. The yield is 16.0%. Reaction SMILES: [CH3:1][O:2][C:3](=[O:13])[CH:4]=[CH:5][NH:6][C:7]1[CH:12]=[CH:11][CH:10]=[CH:9][CH:8]=1.[C:14](#[N:16])[CH3:15]>CC([O-])=O.CC([O-])=O.[Cu+2].CC(OC)(C)C.CCOC(C)=O>[CH3:1][O:2][C:3]([C:4]1[C:14]([CH3:15])=[N:16][N:6]([C:7]2[CH:8]=[CH:9][CH:10]=[CH:11][CH:12]=2)[CH:5]=1)=[O:13] |f:2.3.4,5.6|. Reported procedure: According to AVV A, 3-phenylamino acrylic acid methylester (197) (177.2 mg, 1.0 mmol, 1.0 equiv.) was stirred with Cu(OAc)2 (544.9 mg, 3.0 mmol, 3.0 equiv.) into acetonitrile (3.0 ml, 57.1 mmol, 57.1 equiv.) for 22 hours at 110° C. The greenish solid obtained as raw product (242.4 mg) was purified by means of column chromatography (silica gel (50 g), pentane/MTBE 95:5→0:100, then MTBE/EtOAc 100:0→0:100), whereby the desired product was obtained in the form of a yellowish solid (35.1 mg, 0.16 mmo... Reactants: NC1=C(C=C(C=C1)CC(=O)OC(C)(C)C)C (tert-butyl 4-amino-3-methylphenylacetate), ClC1=C(C=CC=C1)N=C=O (2-chlorophenyl isocyanate). Run in C1CCOC1 (THF). Reaction conditions: time 6 hour. Yields the product ClC1=C(C=CC=C1)NC(NC1=C(C=C(C=C1)CC(=O)OC(C)(C)C)C)=O (tert-butyl 4-[N′-(2-chlorophenyl) ureido]-3-methylphenylacetate). Yield: 92.7%. As a reaction SMILES: [NH2:1][C:2]1[CH:7]=[CH:6][C:5]([CH2:8][C:9]([O:11][C:12]([CH3:15])([CH3:14])[CH3:13])=[O:10])=[CH:4][C:3]=1[CH3:16].[Cl:17][C:18]1[CH:23]=[CH:22][CH:21]=[CH:20][C:19]=1[N:24]=[C:25]=[O:26]>C1COCC1>[Cl:17][C:18]1[CH:23]=[CH:22][CH:21]=[CH:20][C:19]=1[NH:24][C:25](=[O:26])[NH:1][C:2]1[CH:7]=[CH:6][C:5]([CH2:8][C:9]([O:11][C:12]([CH3:13])([CH3:15])[CH3:14])=[O:10])=[CH:4][C:3]=1[CH3:16]. Reported procedure: To a stirred mixture of tert-butyl 4-amino-3-methylphenylacetate (1.00 g, 4.52 mmol), 2-chlorophenyl isocyanate (0.55 ml, 4.52 mmol) in THF (10 ml) was added Et3 N (0.13 ml, 0.90 mmol) at room temperature. After 6 h stirring, the reaction mixture was concentrated in vacuo. The residue was triturated by the addition of n-hexane, to give tert-butyl 4-[N′-(2-chlorophenyl) ureido]-3-methylphenylacetate (1.57 g, 93%) as a pale yellow powder. mp 104–106° C. (dec.); 1H-NMR (CDCl3) δ 1.45 (s, 9H), 2.28 ...